From a dataset of the Open Reaction Database (ORD), a public repository of structured organic reaction records. describe an organic reaction: reactants, conditions, products, and yield Reactants: CC(=O)O[BH-](OC(C)=O)OC(C)=O, O=C([O-])O, CC(=O)O, ClC(Cl)Cl, ClCCl, Cc1cc(=O)n(CC=O)c2cc(OC(F)F)ccc12, [Na+], [Na+], CC(C)(C)OC(=O)N(Cc1ccc2c(c1)OCCO2)C1CCNCC1, O. Product: Cc1cc(=O)n(CCN2CCC(N(Cc3ccc4c(c3)OCCO4)C(=O)OC(C)(C)C)CC2)c2cc(OC(F)F)ccc12. RXN SMILES: [C:45]([O:46][BH-:47]([O:48][C:49](=[O:50])[CH3:51])[O:52][C:53](=[O:54])[CH3:55])(=[O:56])[CH3:57].[C:59](=[O:60])([O-:61])[OH:62].[CH3:69][C:70](=[O:71])[OH:72].[CH:64]([Cl:65])([Cl:66])[Cl:67].[Cl:73][CH2:74][Cl:75].[F:1][CH:2]([O:3][c:4]1[cH:5][cH:6][c:7]2[c:8]([CH3:18])[cH:9][c:10](=[O:17])[n:11]([CH2:14][CH:15]=[O:16])[c:12]2[cH:13]1)[F:19].[Na+:58].[Na+:63].[O:20]1[CH2:21][CH2:22][O:23][c:24]2[c:25]1[cH:26][cH:27][c:28]([CH2:30][N:31]([C:32]([O:33][C:34]([CH3:35])([CH3:36])[CH3:37])=[O:38])[CH:39]1[CH2:40][CH2:41][NH:42][CH2:43][CH2:44]1)[cH:29]2.[OH2:68]>>[F:1][CH:2]([O:3][c:4]1[cH:5][cH:6][c:7]2[c:8]([CH3:18])[cH:9][c:10](=[O:17])[n:11]([CH2:14][CH2:15][N:42]3[CH2:41][CH2:40][CH:39]([N:31]([CH2:30][c:28]4[cH:27][cH:26][c:25]5[c:24]([cH:29]4)[O:23][CH2:22][CH2:21][O:20]5)[C:32]([O:33][C:34]([CH3:35])([CH3:36])[CH3:37])=[O:38])[CH2:44][CH2:43]3)[c:12]2[cH:13]1)[F:19]. Starting materials: aqueous solution, Cl (hydrochloric acid), COC1=CC(=CC=2N(C(C=3CCCNC3C21)=O)COC)CNN2CCOCC2 (10-Methoxy-6-(methoxymethyl)-8-[(morpholinoamino)methyl]-1,2,3,4-tetrahydrobenzo[h][1,6]naphthyridine-5(6H)-one). Run in C(C)O (ethanol). Reaction conditions: temperature 75 celsius, time 2 hour. The product is Cl.Cl.Cl.COC1=CC(=CC=2NC(C=3CCCNC3C21)=O)CNN2CCOCC2 (10-Methoxy-8-[(morpholinoamino)methyl]-1,2,3,4-tetrahydrobenzo[h][1,6]naphthyridine-5(6H)-one trihydrochloride). The yield is 96.0%. RXN SMILES: [CH3:1][O:2][C:3]1[C:16]2[C:15]3[NH:14][CH2:13][CH2:12][CH2:11][C:10]=3[C:9](=[O:17])[N:8](COC)[C:7]=2[CH:6]=[C:5]([CH2:21][NH:22][N:23]2[CH2:28][CH2:27][O:26][CH2:25][CH2:24]2)[CH:4]=1.[ClH:29]>C(O)C>[ClH:29].[ClH:29].[ClH:29].[CH3:1][O:2][C:3]1[C:16]2[C:15]3[NH:14][CH2:13][CH2:12][CH2:11][C:10]=3[C:9](=[O:17])[NH:8][C:7]=2[CH:6]=[C:5]([CH2:21][NH:22][N:23]2[CH2:24][CH2:25][O:26][CH2:27][CH2:28]2)[CH:4]=1 |f:3.4.5.6|. Procedure: The compound (18 mg, 0.046 mmol) prepared in step 3 was dissolved in ethanol (1 ml), and added with 12 N aqueous solution of hydrochloric acid (1.5 ml). The reaction mixture was stirred at 75° C. for 2 hours. The solvent was concentrated under reduced pressure and the residue was dissolved in ethyl acetate. The precipitate was filtered, washed with ethyl acetate, and dried in vacuo to obtain the title compound (20.1 mg, yield: 96%, yellow solid). Reactants: C(C1=CC=CC=C1)N1CCNCC1 (1-Benzylpiperazine), BrCCCCCCS(=O)(=O)[O-].[Na+] (sodium 6-bromohexylsulfonate). The solvent is CN(C=O)C (dimethylformamide). Conditions: temperature 180 celsius, time 16 hour. The product is C(C1=CC=CC=C1)N1CCN(CC1)CCCCCCS(=O)(=O)O (6-(4-benzyl-1-piperazinyl)hexylsulfonic acid). The yield is 64.5%. As a reaction SMILES: [CH2:1]([N:8]1[CH2:13][CH2:12][NH:11][CH2:10][CH2:9]1)[C:2]1[CH:7]=[CH:6][CH:5]=[CH:4][CH:3]=1.Br[CH2:15][CH2:16][CH2:17][CH2:18][CH2:19][CH2:20][S:21]([O-:24])(=[O:23])=[O:22].[Na+]>CN(C)C=O>[CH2:1]([N:8]1[CH2:13][CH2:12][N:11]([CH2:15][CH2:16][CH2:17][CH2:18][CH2:19][CH2:20][S:21]([OH:24])(=[O:23])=[O:22])[CH2:10][CH2:9]1)[C:2]1[CH:3]=[CH:4][CH:5]=[CH:6][CH:7]=1 |f:1.2|. Reported procedure: 1-Benzylpiperazine (3.5 g), sodium 6-bromohexylsulfonate (16.2 g) and dry dimethylformamide (150 ml) are added to a flask and the mixture is heated and stirred at 180° C. for 16 hours. Precipitated crystals are collected by filtration and recrystallized from ethanol-diethyl ether to give 6-(4-benzyl-1-piperazinyl)hexylsulfonic acid (4.36 g, 63.5%) as colorless prisms. mp. 228°-230° C. The reactants are B(O)(O)O (boric acid), [OH-].[Ca+2].[OH-] (calcium hydroxide). Yields the product [Ca] (calcium), B([O-])([O-])[O-].B([O-])([O-])[O-].B([O-])([O-])[O-].B([O-])([O-])[O-].[Ca+2].[Ca+2].[Ca+2].[Ca+2].[Ca+2].[Ca+2] (calcium tetraborate). As a reaction SMILES: [B:1]([OH:4])([OH:3])[OH:2].[OH-].[Ca+2:6].[OH-]>>[Ca:6].[B:1]([O-:4])([O-:3])[O-:2].[B:1]([O-:4])([O-:3])[O-:2].[B:1]([O-:4])([O-:3])[O-:2].[B:1]([O-:4])([O-:3])[O-:2].[Ca+2:6].[Ca+2:6].[Ca+2:6].[Ca+2:6].[Ca+2:6].[Ca+2:6] |f:1.2.3,5.6.7.8.9.10.11.12.13.14|. Procedure details: Referring now to the drawing, which despicts the preferred process of this invention, the boric acid liquid wastes, commonly referred to as "evaporator bottoms", generated by a typical pressure water reactor (PWR) are evaporated and concentrated to about a 10 weight percent boric acid solution. The steam resulting from this evaporation process is directed to a vapor clean-up system for ultimate discharge or recycling. The boric acid solution is neutralized with a stoichiometric amount of calcium... Reactants: Brc1cn2ccnc2c(Br)n1, CC#N, Nc1ccc2[nH]ncc2c1. Yields the product Brc1cn2ccnc2c(Nc2ccc3[nH]ncc3c2)n1. As a reaction SMILES: [Br:1][c:2]1[n:3][c:4]([Br:11])[c:5]2[n:6]([cH:7]1)[cH:8][cH:9][n:10]2.[CH3:22][C:23]#[N:24].[nH:12]1[n:13][cH:14][c:15]2[cH:16][c:17]([NH2:21])[cH:18][cH:19][c:20]12>>[Br:1][c:2]1[n:3][c:4]([NH:21][c:17]2[cH:16][c:15]3[cH:14][n:13][nH:12][c:20]3[cH:19][cH:18]2)[c:5]2[n:6]([cH:7]1)[cH:8][cH:9][n:10]2. Reactants: O.O.[Na+].OC1=CC=C(C=C1)S(=O)(=O)[O-] (4-hydroxybenzenesulfonic acid sodium salt dihydrate), FC1=CC=C(CBr)C=C1 (4-fluorobenzyl bromide). Run in [OH-].[Na+] (sodium hydroxide), C(C)O (ethanol). Reaction conditions: temperature 22 celsius. The product is [Na+].FC1=CC=C(COC2=CC=C(C=C2)S(=O)(=O)[O-])C=C1 (4-(4-fluoro-benzyloxy)-benzenesulfonic acid sodium salt). The yield is 73.6%. RXN SMILES: O.O.[Na+:3].[OH:4][C:5]1[CH:10]=[CH:9][C:8]([S:11]([O-:14])(=[O:13])=[O:12])=[CH:7][CH:6]=1.[F:15][C:16]1[CH:23]=[CH:22][C:19]([CH2:20]Br)=[CH:18][CH:17]=1>[OH-].[Na+].C(O)C>[Na+:3].[F:15][C:16]1[CH:23]=[CH:22][C:19]([CH2:20][O:4][C:5]2[CH:10]=[CH:9][C:8]([S:11]([O-:14])(=[O:12])=[O:13])=[CH:7][CH:6]=2)=[CH:18][CH:17]=1 |f:0.1.2.3,5.6,8.9|. Reported procedure: To a stirred solution of 4-hydroxybenzenesulfonic acid sodium salt dihydrate (5.13 g, 22.1 mmol) in 23 mL of 1 N sodium hydroxide was added a solution of 4-fluorobenzyl bromide (3.3 mL, 26.5 mmol) in 20 mL of ethanol. The mixture was heated at reflux for two days, then cooled to ambient temperature (22° C.), whereupon a white precipitate formed. The flaky white solids were collected by filtration, rinsed with ethyl acetate and diethyl ether, and dried to give 4.95 g of 4-(4-fluoro-benzyloxy)-ben...